From a dataset of the Open Reaction Database (ORD), a public repository of structured organic reaction records. describe an organic reaction: reactants, conditions, products, and yield Reactants: FC(C1=NC2=CC=CC=C2C(=N1)O)(C1=NC=C(C=N1)F)F (2-(difluoro(5-fluoropyrimidin-2-yl)methyl)quinazolin-4-ol), P(=O)(Cl)(Cl)Cl (phosphorous oxychloride), CC1=CC(=NN1)N (5-methyl-1H-pyrazol-3-amine), CCN(C(C)C)C(C)C (DIEA). Solvent: CN(C)C=O (DMF), CC(=O)O (AcOH). Reaction conditions: temperature 95 celsius, time 8 hour. Product: FC(C1=NC2=CC=CC=C2C(=N1)NC1=NNC(=C1)C)(C1=NC=C(C=N1)F)F (2-(difluoro(5-fluoropyrimidin-2-yl)methyl)-N-(5-methyl-1H-pyrazol-3-yl)quinazolin-4-amine). The yield is 33.1%. RXN SMILES: [F:1][C:2]([F:21])([C:14]1[N:19]=[CH:18][C:17]([F:20])=[CH:16][N:15]=1)[C:3]1[N:12]=[C:11](O)[C:10]2[C:5](=[CH:6][CH:7]=[CH:8][CH:9]=2)[N:4]=1.P(Cl)(Cl)(Cl)=O.[CH3:27][C:28]1[NH:32][N:31]=[C:30]([NH2:33])[CH:29]=1.CCN(C(C)C)C(C)C>CN(C=O)C.CC(O)=O>[F:1][C:2]([F:21])([C:14]1[N:19]=[CH:18][C:17]([F:20])=[CH:16][N:15]=1)[C:3]1[N:12]=[C:11]([NH:33][C:30]2[CH:29]=[C:28]([CH3:27])[NH:32][N:31]=2)[C:10]2[C:5](=[CH:6][CH:7]=[CH:8][CH:9]=2)[N:4]=1. Procedure details: To 2-(difluoro(5-fluoropyrimidin-2-yl)methyl)quinazolin-4-ol (190 mg, 0.65 mmol) was added phosphorous oxychloride (4 mL) and the mixture was heated at 95° C. for 2 h. The mixture was concentrated under reduced pressure, toluene was added, and the solution was again concentrated under reduced pressure. The residue was diluted with EtOAc and washed with saturated aq NaHCO3. The organic layer was dried over sodium sulfate and concentrated under reduced pressure. To the residue was added a solution... Starting materials: ClC1=C(C=CC(=C1)C(=O)NN)C1=C(C=C2C(=N1)OC(CC2NC(C(C)(C)C)=O)(C)C)C2=CC=C(C=C2)Cl (N-[7-[2-Chloro-4-(hydrazinocarbonyl)phenyl]-6-(4-chlorophenyl)-2,2-dimethyl-3,4-dihydro-2H-pyrano[2,3-b]pyridin-4-yl]-2,2-dimethylpropanamide), C(=O)(Cl)Cl (phosgene). Solvent: C(Cl)Cl (CH2Cl2). Reaction conditions: temperature 0 celsius, time 30 minute. Product: ClC1=C(C=CC(=C1)C=1OC(NN1)=O)C1=C(C=C2C(=N1)OC(CC2NC(C(C)(C)C)=O)(C)C)C2=CC=C(C=C2)Cl (N-[7-[2-Chloro-4-(5-oxo-4,5-dihydro-1,3,4-oxadiazol-2-yl)phenyl]-6-(4-chlorophenyl)-2,2-dimethyl-3,4-dihydro-2H-pyrano[2,3-b]pyridin-4-yl]-2,2-dimethylpropanamide). RXN SMILES: [Cl:1][C:2]1[CH:7]=[C:6]([C:8]([NH:10][NH2:11])=[O:9])[CH:5]=[CH:4][C:3]=1[C:12]1[N:17]=[C:16]2[O:18][C:19]([CH3:30])([CH3:29])[CH2:20][CH:21]([NH:22][C:23](=[O:28])[C:24]([CH3:27])([CH3:26])[CH3:25])[C:15]2=[CH:14][C:13]=1[C:31]1[CH:36]=[CH:35][C:34]([Cl:37])=[CH:33][CH:32]=1.[C:38](Cl)(Cl)=[O:39]>C(Cl)Cl>[Cl:1][C:2]1[CH:7]=[C:6]([C:8]2[O:9][C:38](=[O:39])[NH:11][N:10]=2)[CH:5]=[CH:4][C:3]=1[C:12]1[N:17]=[C:16]2[O:18][C:19]([CH3:29])([CH3:30])[CH2:20][CH:21]([NH:22][C:23](=[O:28])[C:24]([CH3:27])([CH3:25])[CH3:26])[C:15]2=[CH:14][C:13]=1[C:31]1[CH:32]=[CH:33][C:34]([Cl:37])=[CH:35][CH:36]=1. Reported procedure: To a solution of the product of Step C (22 mmol) in 10 mL of CH2Cl2 at −78° C. was added 300 μL of phosgene (20% in toluene). After stirring at −78° C. for 15 min and at 0° C. for 30 min, the reaction mixture was concentrated. Chromatography on a Biotage 40+S cartridge using 1:1 v/v EtOAc/hexanes as the eluant afforded the title compound: 1H NMR δ 1.27 (s, 9H), 1.48 (s, 3H), 1.56 (s, 3H), 1.86 (t, J=12.2, 1H), 2.27 (m, 1H), 5.50 (m, 1H), 5.87 (m, 1H), 6.99 (d, J=8.0, 2H), 7.17 (d, J=8.0, 2H), 7....